This data is from the Open Reaction Database (ORD), a public repository of structured organic reaction records. The task is: describe an organic reaction: reactants, conditions, products, and yield The reactants are C1CCOC1, COC(=O)C1=C(C)N(C)C(=O)CC1c1ccc(C(F)(F)F)cc1F. The product is CC1=C(C(=O)O)C(c2ccc(C(F)(F)F)cc2F)CC(=O)N1C. Reaction SMILES: [CH2:25]1[O:26][CH2:27][CH2:28][CH2:29]1.[F:1][c:2]1[c:3]([CH:12]2[C:13]([C:21](=[O:22])[O:23][CH3:24])=[C:14]([CH3:20])[N:15]([CH3:19])[C:16](=[O:18])[CH2:17]2)[cH:4][cH:5][c:6]([C:8]([F:9])([F:10])[F:11])[cH:7]1>>[F:1][c:2]1[c:3]([CH:12]2[C:13]([C:21](=[O:22])[OH:23])=[C:14]([CH3:20])[N:15]([CH3:19])[C:16](=[O:18])[CH2:17]2)[cH:4][cH:5][c:6]([C:8]([F:9])([F:10])[F:11])[cH:7]1. Yields the product C=CC(=O)Nc1csc(C)n1. Reaction SMILES: [C:8]([CH:9]=[CH2:10])(=[O:11])[Cl:12].[NH2:1][c:2]1[n:3][c:4]([CH3:7])[s:5][cH:6]1>>[NH:1]([c:2]1[n:3][c:4]([CH3:7])[s:5][cH:6]1)[C:8]([CH:9]=[CH2:10])=[O:11]. The reactants are C=CC(=O)Cl, Cc1nc(N)cs1. Starting materials: ClC1=NC=NC(=C1[N+](=O)[O-])Cl (4,6-dichloro-5-nitropyrimidine), NC(=N)N (guanidine). Solvent: C(C)O (ethanol). The product is N(C(=N)N)C1=NC=NC(=C1[N+](=O)[O-])Cl (4-guanidino-6-chloro-5-nitropyrimidine). Reaction SMILES: Cl[C:2]1[C:7]([N+:8]([O-:10])=[O:9])=[C:6]([Cl:11])[N:5]=[CH:4][N:3]=1.[NH2:12][C:13]([NH2:15])=[NH:14]>C(O)C>[NH:14]([C:2]1[C:7]([N+:8]([O-:10])=[O:9])=[C:6]([Cl:11])[N:5]=[CH:4][N:3]=1)[C:13]([NH2:15])=[NH:12]. Procedure: A mixture of 10 g of 4,6-dichloro-5-nitropyrimidine in ethanol is reacted at reflux for three days with a slight excess of guanidine to give 4-guanidino-6-chloro-5-nitropyrimidine. Reactants: ClC1=CC=C(C=C1)C1=NN(C(N1\C=C\C(F)(F)F)=O)CC(=O)OC (Methyl {3-(4-chlorophenyl)-5-oxo-4-[(1E)-3,3,3-trifluoroprop-1-en-1-yl]-4,5-dihydro-1H-1,2,4-triazol-1-yl}acetate). The reagents and catalysts are [Pt] (platinum on carbon). Solvent: CO (methanol). Yields the product ClC1=CC=C(C=C1)C1=NN(C(N1CCC(F)(F)F)=O)CC(=O)OC (Methyl [3-(4-chlorophenyl)-5-oxo-4-(3,3,3-trifluoropropyl)-4,5-dihydro-1H-1,2,4-triazol-1-yl]acetate). RXN SMILES: [Cl:1][C:2]1[CH:7]=[CH:6][C:5]([C:8]2[N:12](/[CH:13]=[CH:14]/[C:15]([F:18])([F:17])[F:16])[C:11](=[O:19])[N:10]([CH2:20][C:21]([O:23][CH3:24])=[O:22])[N:9]=2)=[CH:4][CH:3]=1>[Pt].CO>[Cl:1][C:2]1[CH:7]=[CH:6][C:5]([C:8]2[N:12]([CH2:13][CH2:14][C:15]([F:18])([F:16])[F:17])[C:11](=[O:19])[N:10]([CH2:20][C:21]([O:23][CH3:24])=[O:22])[N:9]=2)=[CH:4][CH:3]=1. Reported procedure: Of the compound from Example 76A, 1.2 g (3.32 mmol), 150 mg of platinum on carbon (5%) and 150 ml of methanol were hydrogenated under standard hydrogen pressure. For work-up, the catalyst was filtered off and the filtrate was concentrated on a rotary evaporator. The crude product was purified by preparative HPLC (Method 20). The product fractions were combined and freed from the solvent on a rotary evaporator. Drying in an HV gave 890 mg (73% of theory) of the title compound.